This data is from the Open Reaction Database (ORD), a public repository of structured organic reaction records. The task is: describe an organic reaction: reactants, conditions, products, and yield Starting materials: C=CC1=CC=CC=C1 (styrene), BrCC (bromoethane), [NH2-].[Li+] (lithium amide), COC(C)(OCC#C)C (3-(1-methoxy-1-methyl-ethoxy)-propyne). Run in CCCCCC (n-hexane). Run at time 1 hour. Product: COC(C)(OCC#CCC)C (1-(1-methoxy-1-methyl-ethoxy)-pent-2-yne). The yield is 96.9%. As a reaction SMILES: C=C[C:3]1[CH:8]=[CH:7][CH:6]=[CH:5]C=1.[NH2-].[Li+].[CH3:11][O:12][C:13]([CH3:19])([O:15]CC#C)[CH3:14].BrCC>CCCCCC>[CH3:11][O:12][C:13]([CH3:19])([O:15][CH2:5][C:6]#[C:7][CH2:8][CH3:3])[CH3:14] |f:1.2|. Procedure: 883 mg (126 mmol) of granulated lithium were added within 5 minutes to 107 g (6.30 mol) of liquid ammonia at −38° C. The mixture was stirred until no more lithium floated (after approximately 10 minutes). A dark blue solution of lithium in liquid ammonia was obtained. 14.6 g (140 mmol) of styrene were added portion wise within 20 minutes. The end of the formation of lithium amide could be recognized by the discoloration of the reaction mixture. 9.9 g (70 mmol) of 3-(1-methoxy-1-methyl-ethoxy)-pr...